Dataset: the Open Reaction Database (ORD), a public repository of structured organic reaction records. Task: describe an organic reaction: reactants, conditions, products, and yield Reactants: CO, C[Si](C)(C)Cl, NC1CCCCCC1C(=O)O. Yields the product COC(=O)C1CCCCCC1N. As a reaction SMILES: [CH3:17][OH:18].[Cl:1][Si:2]([CH3:3])([CH3:4])[CH3:5].[NH2:6][CH:7]1[CH:8]([C:14](=[O:15])[OH:16])[CH2:9][CH2:10][CH2:11][CH2:12][CH2:13]1>>[CH3:3][O:15][C:14]([CH:8]1[CH:7]([NH2:6])[CH2:13][CH2:12][CH2:11][CH2:10][CH2:9]1)=[O:16]. Isolated yield 38.5%. Product: C(C1=CC=CC=C1)N1C(C(=CC2=C(C(=NC=C12)C(=O)NCCCC(=O)O)O)C1=C(C=CC=C1)C(F)(F)F)=O (4-{[1-Benzyl-5-hydroxy-2-oxo-3-(2-trifluoromethyl-phenyl)-1,2-dihydro-[1,7]naphthyridine-6-carbonyl]amino}-butyric acid). Reported procedure: A mixture of 1-benzyl-5-hydroxy-2-oxo-3-(2-trifluoromethyl-phenyl)-1,2-dihydro-[1,7]naphthyridine-6-carboxylic acid methyl ester (36 mg, 0.079 mmol), 4-aminobutyric acid (653 mg, 6.34 mmol) and NaOMe solution (9.5 mL, 4.76 mmol, 0.5 M in MeOH) was refluxed for 16 h. After the mixture was cooled to r.t., the solvent was evaporated in vacuo. The residue was partitioned between EtOAc and water. 1 M HCl was added until pH was about 3. The aqueous layer was extracted with additional EtOAc, and the or... Solvent: C(=O)(O)[O-].[Na+] (NaHCO3). Reactants: COC(=O)C=1C(=C2C=C(C(N(C2=CN1)CC1=CC=CC=C1)=O)C1=C(C=CC=C1)C(F)(F)F)O (1-benzyl-5-hydroxy-2-oxo-3-(2-trifluoromethyl-phenyl)-1,2-dihydro-[1,7]naphthyridine-6-carboxylic acid methyl ester), NCCCC(=O)O (4-aminobutyric acid), C[O-].[Na+] (NaOMe). RXN SMILES: CO[C:3]([C:5]1[C:6]([OH:33])=[C:7]2[C:12](=[CH:13][N:14]=1)[N:11]([CH2:15][C:16]1[CH:21]=[CH:20][CH:19]=[CH:18][CH:17]=1)[C:10](=[O:22])[C:9]([C:23]1[CH:28]=[CH:27][CH:26]=[CH:25][C:24]=1[C:29]([F:32])([F:31])[F:30])=[CH:8]2)=[O:4].[NH2:34][CH2:35][CH2:36][CH2:37][C:38]([OH:40])=[O:39].C[O-].[Na+]>C([O-])(O)=O.[Na+]>[CH2:15]([N:11]1[C:12]2[C:7](=[C:6]([OH:33])[C:5]([C:3]([NH:34][CH2:35][CH2:36][CH2:37][C:38]([OH:40])=[O:39])=[O:4])=[N:14][CH:13]=2)[CH:8]=[C:9]([C:23]2[CH:28]=[CH:27][CH:26]=[CH:25][C:24]=2[C:29]([F:30])([F:32])[F:31])[C:10]1=[O:22])[C:16]1[CH:17]=[CH:18][CH:19]=[CH:20][CH:21]=1 |f:2.3,4.5|.